Dataset: the Open Reaction Database (ORD), a public repository of structured organic reaction records. Task: describe an organic reaction: reactants, conditions, products, and yield Starting materials: BrC1=CN=C(C=2N1C(=CN2)C)Br (5,8-Dibromo-3-methylimidazo[1,2-a]pyrazine), O1CCN(CC1)C1=CC=C(N)C=C1 (4-morpholinoaniline), CCN(C(C)C)C(C)C (DIPEA). Solvent: C(CCC)O (nBuOH). Product: BrC1=CN=C(C=2N1C(=CN2)C)NC2=CC=C(C=C2)N2CCOCC2 ((5-Bromo-3-methylimidazo[1,2-a]pyrazin-8-yl)-(4-morpholin-4-ylphenyl)amine). Yield: 52.6%. As a reaction SMILES: [Br:1][C:2]1[N:7]2[C:8]([CH3:11])=[CH:9][N:10]=[C:6]2[C:5](Br)=[N:4][CH:3]=1.[O:13]1[CH2:18][CH2:17][N:16]([C:19]2[CH:25]=[CH:24][C:22]([NH2:23])=[CH:21][CH:20]=2)[CH2:15][CH2:14]1.CCN(C(C)C)C(C)C>C(O)CCC>[Br:1][C:2]1[N:7]2[C:8]([CH3:11])=[CH:9][N:10]=[C:6]2[C:5]([NH:23][C:22]2[CH:21]=[CH:20][C:19]([N:16]3[CH2:17][CH2:18][O:13][CH2:14][CH2:15]3)=[CH:25][CH:24]=2)=[N:4][CH:3]=1. Procedure: 5,8-Dibromo-3-methylimidazo[1,2-a]pyrazine (270 mg, 0.93 mmol) and 4-morpholinoaniline (200 mg, 1.1 mmol) are combined in nBuOH (10 mL) and DIPEA (240 μL, 1.4 mmol) is added. The mixture is heated at reflux for 10 h, cooled and the solvent removed under reduced pressure. The residue is purified by silica chromatography, eluting with 12% -100% EtOAc in cyclohexane, to afford the title compound as a red-brown solid (190 mg). The reactants are O=[N+]([O-])c1ccc(CBr)c(CBr)c1, C1CCOC1, O=C1Cc2c(Cl)ncnc2N1, [Li]CCCC. The product is O=C1Nc2ncnc(Cl)c2C12Cc1ccc([N+](=O)[O-])cc1C2. RXN SMILES: [Br:17][CH2:18][c:19]1[c:20]([CH2:28][Br:29])[cH:21][c:22]([N+:25](=[O:26])[O-:27])[cH:23][cH:24]1.[CH2:30]1[O:31][CH2:32][CH2:33][CH2:34]1.[Cl:6][c:7]1[c:8]2[c:9]([n:10][cH:11][n:12]1)[NH:13][C:14](=[O:16])[CH2:15]2.[Li:1][CH2:2][CH2:3][CH2:4][CH3:5]>>[Cl:6][c:7]1[c:8]2[c:9]([n:10][cH:11][n:12]1)[NH:13][C:14](=[O:16])[C:15]21[CH2:18][c:19]2[c:20]([cH:21][c:22]([N+:25](=[O:26])[O-:27])[cH:23][cH:24]2)[CH2:28]1. Reactants: C(C)(C)(C)C1=C(C=CC(=C1)C(C)(C)C)O (2,4-di-tert-butylphenol), C(C=O)(=O)O (glyoxylic acid), 22B, C1(=CC=CC=C1)C (toluene). Solvent: O (water). Yields the product C(C)(C)(C)C=1C=C(C2=C(C(C(O2)=O)C2=CC=C(C=C2)C)C1)C(C)(C)C (5,7-di-tert-butyl-3-(4-methylphenyl)-3H-benzofuran-2-one). The yield is 42.0%. Reaction SMILES: [C:1]([C:5]1[CH:10]=[C:9]([C:11]([CH3:14])([CH3:13])[CH3:12])[CH:8]=[CH:7][C:6]=1[OH:15])([CH3:4])([CH3:3])[CH3:2].[C:16]([OH:20])(=O)[CH:17]=O.[C:21]1([CH3:27])[CH:26]=[CH:25][CH:24]=[CH:23][CH:22]=1>O>[C:11]([C:9]1[CH:10]=[C:5]([C:1]([CH3:4])([CH3:3])[CH3:2])[C:6]2[O:15][C:16](=[O:20])[CH:17]([C:24]3[CH:25]=[CH:26][C:21]([CH3:27])=[CH:22][CH:23]=3)[C:7]=2[CH:8]=1)([CH3:14])([CH3:13])[CH3:12]. Procedure details: A mixture of 21.2 g (0.10 mol) of 2,4-di-tert-butylphenol (97%), 16.3 g (0.11 mol) of 50% aqueous glyoxylic acid, 2.0 g of Fulcat 22B and 50 ml of toluene is refluxed for 8 hours under nitrogen on a water separator. The Fulcat 22B catalyst is then removed by filtration and excess toluene is distilled off on a vacuum rotary evaporator. Crystallisation of the residue from 40 ml of ethanol yields 14.2 g (42%) of 5,7-di-tert-butyl-3-(4-methylphenyl)-3H-benzofuran-2-one, m.p. 130-133° C. (compound (1... The reactants are Clc1ccc(N2CCNCC2)cc1, Cl, Cl, O=C(NCC(F)(F)F)C1(CCCCBr)c2ccccc2-c2ccccc21. Yields the product O=C(NCC(F)(F)F)C1(CCCCN2CCN(c3ccc(Cl)cc3)CC2)c2ccccc2-c2ccccc21. Reaction SMILES: [Cl:3][c:4]1[cH:5][cH:6][c:7]([N:10]2[CH2:11][CH2:12][NH:13][CH2:14][CH2:15]2)[cH:8][cH:9]1.[ClH:1].[ClH:2].[F:16][C:17]([CH2:18][NH:19][C:20](=[O:21])[C:22]1([CH2:35][CH2:36][CH2:37][CH2:38][Br:39])[c:23]2[cH:24][cH:25][cH:26][cH:27][c:28]2-[c:29]2[cH:30][cH:31][cH:32][cH:33][c:34]21)([F:40])[F:41]>>[Cl:3][c:4]1[cH:5][cH:6][c:7]([N:10]2[CH2:11][CH2:12][N:13]([CH2:38][CH2:37][CH2:36][CH2:35][C:22]3([C:20]([NH:19][CH2:18][C:17]([F:16])([F:40])[F:41])=[O:21])[c:23]4[cH:24][cH:25][cH:26][cH:27][c:28]4-[c:29]4[cH:30][cH:31][cH:32][cH:33][c:34]43)[CH2:14][CH2:15]2)[cH:8][cH:9]1. Run in C(C)(=O)OCC (ethyl acetate), CCOCC (ether). Product: CN(C=CC(=O)C=1C=C(C=CC1)NC(C)=O)C (N-[3-[3-(Dimethylamino)-1-oxo-2-propenyl]-phenyl]-acetamide), solid. As a reaction SMILES: [CH3:1][C:2]([C:4]1[CH:9]=[CH:8][CH:7]=[C:6]([NH:10][C:11]([CH3:13])=[O:12])[CH:5]=1)=[O:3].CO[CH:16](OC)[N:17]([CH3:19])[CH3:18]>C(OCC)(=O)C.CCOCC>[CH3:16][N:17]([CH3:19])[CH:18]=[CH:1][C:2]([C:4]1[CH:5]=[C:6]([NH:10][C:11](=[O:12])[CH3:13])[CH:7]=[CH:8][CH:9]=1)=[O:3]. Reactants: CC(=O)C1=CC(=CC=C1)NC(=O)C (3-acetamidoacetophenone), COC(N(C)C)OC (dimethylformamide dimethyl acetal). Yield: 90.0%. Procedure details: A mixture of 3-acetamidoacetophenone 7 (20 g, 112.9 mmol), dimethylformamide dimethyl acetal (40.3 g, 338.6 mmol) was refluxed under nitrogen for 1 hour. The reaction mixture was cooled, diluted with ethyl acetate (150 mL) and ether (150 mL). The solid was collected by filtration, triturated with a solution of ethyl acetate and hexane (1:1, 200 mL). Compound 8 was obtained as a red-orange solid (23.6 g, 101.6 mmol, 90%). GC/MS, m/z=232 at tR=15.11 min (100%). LC/MS, [M+H]′=233. The reactants are [H-].[Na+] (NaH), BrC(CO)C (2-bromo-propanol), [H-].[Na+] (NaH), [N+](=O)([O-])C1=CC=C2C(=NNC(C2=C1)=O)Br (7-Nitro-4-bromo-2H-phthalazin-1-one). Solvent: CN(C=O)C (DMF), CN(C=O)C (DMF), CN(C=O)C (dimethylformamide). Conditions: time 30 minute. Product: [N+](=O)([O-])C1=CC=C2C(=NN(C(C2=C1)=O)C(C)C)Br (7-Nitro-2-Isopropyl-4-bromo-2H-phthalazin-1-one). The yield is 200.5%. As a reaction SMILES: [N+:1]([C:4]1[CH:13]=[C:12]2[C:7]([C:8]([Br:15])=[N:9][NH:10][C:11]2=[O:14])=[CH:6][CH:5]=1)([O-:3])=[O:2].[H-].[Na+].Br[CH:19]([CH3:22])[CH2:20]O>CN(C)C=O>[N+:1]([C:4]1[CH:13]=[C:12]2[C:7]([C:8]([Br:15])=[N:9][N:10]([CH:19]([CH3:22])[CH3:20])[C:11]2=[O:14])=[CH:6][CH:5]=1)([O-:3])=[O:2] |f:1.2|. Procedure details: 7-Nitro-4-bromo-2H-phthalazin-1-one (84 g, 0.31 mol) was dissolved in dimethylformamide (DMF) (400 ml). To this was added NaH (60%, 7.5 g, 0.31 mol) as a DMF suspension (200 ml). The mixture was stirred at room temperature for 30 minutes then 2-bromo-propanol (7.7 g, 62 mmol) was added in one portion as a solution in DMF (250 ml). The reaction mixture was stirred for 24 hours whereupon LC-MS showed 40% starting material remaining. To this was added NaH (3.75 g 0.15 mol) and the reaction stirred ... The reactants are OCC1CC(c2ccc(Br)cn2)=NO1, O=C([O-])[O-], CC1(C)OB(c2ccc(N3CC(Cn4ccnn4)OC3=O)cc2F)OC1(C)C, [K+], [K+], CN(C)C=O, O, c1ccc([PH](c2ccccc2)(c2ccccc2)[Pd-4]([PH](c2ccccc2)(c2ccccc2)c2ccccc2)([PH](c2ccccc2)(c2ccccc2)c2ccccc2)[PH](c2ccccc2)(c2ccccc2)c2ccccc2)cc1. Product: O=C1OC(Cn2ccnn2)CN1c1ccc(-c2ccc(C3=NOC(CO)C3)nc2)c(F)c1. As a reaction SMILES: [Br:1][c:2]1[cH:3][cH:4][c:5]([C:8]2=[N:9][O:10][CH:11]([CH2:13][OH:14])[CH2:12]2)[n:6][cH:7]1.[C:43](=[O:44])([O-:45])[O-:46].[F:15][c:16]1[cH:17][c:18]([N:31]2[C:32](=[O:42])[O:33][CH:34]([CH2:36][n:37]3[n:38][n:39][cH:40][cH:41]3)[CH2:35]2)[cH:19][cH:20][c:21]1[B:22]1[O:23][C:24]([CH3:25])([CH3:26])[C:27]([CH3:28])([CH3:29])[O:30]1.[K+:47].[K+:48].[O:49]=[CH:50][N:51]([CH3:52])[CH3:53].[OH2:54].[c:55]1([PH:56]([Pd-4:57]([PH:58]([c:59]2[cH:60][cH:61][cH:62][cH:63][cH:64]2)([c:65]2[cH:66][cH:67][cH:68][cH:69][cH:70]2)[c:71]2[cH:72][cH:73][cH:74][cH:75][cH:76]2)([PH:77]([c:78]2[cH:79][cH:80][cH:81][cH:82][cH:83]2)([c:84]2[cH:85][cH:86][cH:87][cH:88][cH:89]2)[c:90]2[cH:91][cH:92][cH:93][cH:94][cH:95]2)[PH:96]([c:97]2[cH:98][cH:99][cH:100][cH:101][cH:102]2)([c:103]2[cH:104][cH:105][cH:106][cH:107][cH:108]2)[c:109]2[cH:110][cH:111][cH:112][cH:113][cH:114]2)([c:115]2[cH:116][cH:117][cH:118][cH:119][cH:120]2)[c:121]2[cH:122][cH:123][cH:124][cH:125][cH:126]2)[cH:127][cH:128][cH:129][cH:130][cH:131]1>>[c:2]1(-[c:21]2[c:16]([F:15])[cH:17][c:18]([N:31]3[C:32](=[O:42])[O:33][CH:34]([CH2:36][n:37]4[n:38][n:39][cH:40][cH:41]4)[CH2:35]3)[cH:19][cH:20]2)[cH:3][cH:4][c:5]([C:8]2=[N:9][O:10][CH:11]([CH2:13][OH:14])[CH2:12]2)[n:6][cH:7]1. Reactants: ClC1=CC=C(C=C1)O (p-Chlorophenol), C(C)I (ethyl iodide), C([O-])([O-])=O.[K+].[K+] (potassium carbonate). The solvent is CC(=O)C (acetone). Product: C(C)OC1=CC=C(C=C1)Cl (4-ethoxyphenyl chloride). RXN SMILES: [Cl:1][C:2]1[CH:7]=[CH:6][C:5]([OH:8])=[CH:4][CH:3]=1.[CH2:9](I)[CH3:10].C(=O)([O-])[O-].[K+].[K+]>CC(C)=O>[CH2:9]([O:8][C:5]1[CH:6]=[CH:7][C:2]([Cl:1])=[CH:3][CH:4]=1)[CH3:10] |f:2.3.4|. Procedure: p-Chlorophenol (10 g., 0.077 mole), ethyl iodide (13.1 g., 0.084 mole) and anhydrous potassium carbonate (10.6 g., 0.077 mole) were combined in 130 ml. of acetone and the stirred mixture heated to reflux for 16 hours. The reaction mixture was filtered and the filtrate evaporated to dryness. The residue was taken up in 300 ml. of chloroform, washed in sequence with two 120 ml. portions of 1 N sodium hydroxide, 50 ml. of brine and 50 ml. of water, dried over anhydrous magnesium sulfate, filtered a... Starting materials: CC(C)(C)[Si](C)(C)N1C(=O)CC1CI, C1CCNCC1. The product is CC(C)(C)[Si](C)(C)N1C(=O)CC1CN1CCCCC1. Reaction SMILES: [C:1]([CH3:2])([CH3:3])([CH3:4])[Si:5]([N:6]1[C:7](=[O:12])[CH2:8][CH:9]1[CH2:10][I:11])([CH3:13])[CH3:14].[CH2:15]1[CH2:16][CH2:17][NH:18][CH2:19][CH2:20]1>>[C:1]([CH3:2])([CH3:3])([CH3:4])[Si:5]([N:6]1[C:7](=[O:12])[CH2:8][CH:9]1[CH2:10][N:18]1[CH2:17][CH2:16][CH2:15][CH2:20][CH2:19]1)([CH3:13])[CH3:14].